Dataset: the Open Reaction Database (ORD), a public repository of structured organic reaction records. Task: describe an organic reaction: reactants, conditions, products, and yield Starting materials: ice water, COC(C(=O)C1=CC=CC=C1)Cl (2-methoxy-α-chloroacetophenone), O1CCOCC1 (dioxane), [BH4-].[Na+] (sodium borohydride), O (water). Run at time 3 hour. Yields the product ClCC(C1=C(C=CC=C1)OC)O (α-chloromethyl-2-methoxybenzylalcohol). As a reaction SMILES: CO[CH:3]([Cl:12])[C:4]([C:6]1[CH:11]=[CH:10][CH:9]=[CH:8][CH:7]=1)=[O:5].O.[BH4-].[Na+].[O:16]1CCOC[CH2:17]1>>[Cl:12][CH2:3][CH:4]([OH:5])[C:6]1[CH:7]=[CH:8][CH:9]=[CH:10][C:11]=1[O:16][CH3:17] |f:2.3|. Procedure: 4.55 g of 2-methoxy-α-chloroacetophenone are dissolved in 70 ml of dioxane, and 30 ml of water are added thereto. 1.5 g of sodium borohydride are added gradually to the solution at 10° to 20° C. Then, the mixture is stirred at room temperature for 3 hours. The reaction mixture is poured into ice-water. The aqueous mixture is extracted with benzene. Then, the extract is dried and evaporated to remove solvent. 3.7 g of α-chloromethyl-2-methoxybenzylalcohol are obtained as a crude oil. Starting materials: CCCCN, CC(C(=O)Oc1ccccc1)C1(O)CCN(CCc2ccccc2Cl)CC1. Yields the product CCCCNC(=O)C(C)C1(O)CCN(CCc2ccccc2Cl)CC1. As a reaction SMILES: [CH2:28]([CH2:29][CH2:30][CH3:31])[NH2:32].[c:1]1([O:2][C:8]([CH:9]([CH3:10])[C:11]2([OH:26])[CH2:12][CH2:13][N:14]([CH2:17][CH2:18][c:19]3[c:20]([Cl:25])[cH:21][cH:22][cH:23][cH:24]3)[CH2:15][CH2:16]2)=[O:27])[cH:3][cH:4][cH:5][cH:6][cH:7]1>>[C:8]([CH:9]([CH3:10])[C:11]1([OH:26])[CH2:12][CH2:13][N:14]([CH2:17][CH2:18][c:19]2[c:20]([Cl:25])[cH:21][cH:22][cH:23][cH:24]2)[CH2:15][CH2:16]1)(=[O:27])[NH:32][CH2:28][CH2:29][CH2:30][CH3:31]. Procedure details: 0.05 mol of tetramethylammonium hydroxide (N(CH3)4OH) in aqueous solution was mixed with 0.15 mol of orthophosphoric acid (H3PO4). Then 0.05 mol of titanium dioxide in the anatase form (i.e., native TiO2) was added to the reaction mixture. After thorough mixing, the mixture was sealed inside a pressure reactor at 6~7 atm and heated in an oven at 180° C. for three days. After cooling, rinsing, filtration, and drying, a tetramethylammonium form of layered titanium phosphate (NMe4TP) was obtained. Reaction SMILES: [OH-].[CH3:2][N+:3]([CH3:6])([CH3:5])[CH3:4].[P:7](=[O:11])([OH:10])([OH:9])[OH:8].[O-2].[O-2].[Ti+4:14]>>[CH3:2][N+:3]([CH3:6])([CH3:5])[CH3:4].[P:7]([O-:11])([O-:10])([O-:9])=[O:8].[Ti+4:14].[P:7]([O-:11])([O-:10])([O-:9])=[O:8].[P:7]([O-:11])([O-:10])([O-:9])=[O:8].[P:7]([O-:11])([O-:10])([O-:9])=[O:8].[Ti+4:14].[Ti+4:14] |f:0.1,3.4.5,7.8.9.10.11.12.13|. Yields the product C[N+](C)(C)C (tetramethylammonium), P(=O)([O-])([O-])[O-].[Ti+4].P(=O)([O-])([O-])[O-].P(=O)([O-])([O-])[O-].P(=O)([O-])([O-])[O-].[Ti+4].[Ti+4] (titanium phosphate). Reaction conditions: temperature 180 celsius. The solvent is anatase. The reactants are [OH-].C[N+](C)(C)C (tetramethylammonium hydroxide), P(O)(O)(O)=O (orthophosphoric acid), [O-2].[O-2].[Ti+4] (titanium dioxide). The reactants are ClCC(=C)C (3-chloro-2-methylpropene), Cl (hydrochloric acid), C1(=CC=CC=C1)C(C(=O)O)C1=CC=CC=C1 (diphenylacetic acid), solution, C(CCC)[Li] (n-butyllithium). Run in CCOCC (ether), O1CCCC1 (tetrahydrofuran), CCCCCC (hexane). Conditions: time 15 minute. Yields the product C1(=CC=CC=C1)C(C(=O)O)(CC(=C)C)C1=CC=CC=C1 (2,2-DIPHENYL-4-METHYL-4-PENTENOIC ACID). Isolated yield 114.9%. RXN SMILES: [C:1]1([CH:7]([C:11]2[CH:16]=[CH:15][CH:14]=[CH:13][CH:12]=2)[C:8]([OH:10])=[O:9])[CH:6]=[CH:5][CH:4]=[CH:3][CH:2]=1.C([Li])CCC.Cl[CH2:23][C:24]([CH3:26])=[CH2:25].Cl>O1CCCC1.CCCCCC.CCOCC>[C:1]1([C:7]([C:11]2[CH:16]=[CH:15][CH:14]=[CH:13][CH:12]=2)([CH2:25][C:24]([CH3:26])=[CH2:23])[C:8]([OH:10])=[O:9])[CH:2]=[CH:3][CH:4]=[CH:5][CH:6]=1. Procedure: A solution of diphenylacetic acid (14 g, 66 mmol.) in 150 mL of tetrahydrofuran was stirred at 0° C. under argon while 55.5 mL of a 2.5 M solution of n-butyllithium in hexane was added dropwise. After 15 minutes, 3-chloro-2-methylpropene (6.51 mL, 66 mmol.) was added in one portion. After 10 minutes, 25 mL of 4N hydrochloric acid was added, along with ether (250 mL). The layers were separated, the organic layer was washed with water (2×100 mL), brine (2×100 mL) dried (MgSO4), and filtered. Conce... Starting materials: [Na] (sodium), C(CCCCC)(=O)OC (methyl hexanoate), N(C1=CC=CC=C1)C1=CC=C(OCCCO)C=C1 (3-(p-anilinophenoxy)propanol). Reagents/catalysts: CC(C)[O-].CC(C)[O-].CC(C)[O-].[Al+3] (aluminum isopropylate). Solvent: petroleum ether. Yields the product ester, C(CCCCC)(=O)OCCCOC1=CC=C(C=C1)NC1=CC=CC=C1 (3-(p-anilinophenoxy)propyl hexanoate). Reaction SMILES: [Na].[NH:2]([C:9]1[CH:19]=[CH:18][C:12]([O:13][CH2:14][CH2:15][CH2:16][OH:17])=[CH:11][CH:10]=1)[C:3]1[CH:8]=[CH:7][CH:6]=[CH:5][CH:4]=1.[C:20](OC)(=[O:26])[CH2:21][CH2:22][CH2:23][CH2:24][CH3:25]>CC([O-])C.CC([O-])C.CC([O-])C.[Al+3]>[C:20]([O:17][CH2:16][CH2:15][CH2:14][O:13][C:12]1[CH:18]=[CH:19][C:9]([NH:2][C:3]2[CH:4]=[CH:5][CH:6]=[CH:7][CH:8]=2)=[CH:10][CH:11]=1)(=[O:26])[CH2:21][CH2:22][CH2:23][CH2:24][CH3:25] |f:3.4.5.6,^1:0|. Procedure: Following the method of Example 1 using a mixture of sodium metal and aluminum isopropylate catalysts, the reaction of 24.3 g. of 3-(p-anilinophenoxy)propanol with 13 g. of methyl hexanoate was carried out at 140°-145° C. for several hours. The reaction mixture was dissolved in petroleum ether, washed with sodium bicarbonate solution and then with water and dried. After removal of solvent, the residue was recrystallized from isooctane to isolate the ester, 3-(p-anilinophenoxy)propyl hexanoate as... Reactants: NC1=NNC(=N1)SCCSCCCCCCCC (3-amino-5-[2-(octylthio)ethylthio]-1,2,4-triazole), C(CCCCC)SCCSCCSC=1N=C2N=C(C=C(N2N1)O)C (2-{2-[2-(hexylthio)ethylthio]ethylthio}-4-hydroxy-6-methyl-1,3,3a,7-tetraazaindene). Product: C(CCCCCCC)SCCSC=1N=C2N=C(C=C(N2N1)O)C (2-[2-(octylthio)ethylthio]-4-hydroxy-6-methyl-1,3,3a,7-tetraazaindene), white solid. Yield: 59.0%. RXN SMILES: [NH2:1][C:2]1[N:6]=[C:5]([S:7][CH2:8][CH2:9][S:10][CH2:11][CH2:12][CH2:13][CH2:14][CH2:15][CH2:16][CH2:17][CH3:18])[NH:4][N:3]=1.C(SCCSCCSC1N=C2N(N=1)[C:38]([OH:41])=[CH:37][C:36]([CH3:42])=N2)CCCCC>>[CH2:11]([S:10][CH2:9][CH2:8][S:7][C:5]1[N:6]=[C:2]2[N:3]([N:4]=1)[C:38]([OH:41])=[CH:37][C:36]([CH3:42])=[N:1]2)[CH2:12][CH2:13][CH2:14][CH2:15][CH2:16][CH2:17][CH3:18]. Procedure details: Compound 14 was prepared from Compound 7 using a procedure analogous to that described previously for Compound 20. Recrystallization of the crude product from ethyl acetate gave a 59% yield of a white solid, m.p. 125.5°-127° C. Analysis: Calculated for C16H26N4OS2 : C, 54.21; H, 7.39; N, 15.80. Found: C, 53.51; H, 7.21; N, 15.72. Starting materials: Cl (hydrogen chloride), Cl (hydrogen chloride), C(C1=CC=CC=C1)OC(N[C@@H]1CC[C@H](CC1)CNC(=O)OC(C)(C)C)=O (trans-[4-(tert-butoxycarbonylamino-methyl)-cyclohexyl]-carbamic acid benzyl ester), C(Cl)(Cl)Cl (CHCl3). The solvent is CCOC(=O)C (EtOAc), CCOC(=O)C (EtOAc), CCOC(=O)C (EtOAc). Reaction conditions: time 3 hour. Product: Cl.C(C1=CC=CC=C1)OC(N[C@@H]1CC[C@H](CC1)CN)=O (trans-(4-aminomethyl-cyclohexyl)-carbamic acid benzyl ester hydrochloride). Isolated yield 90.0%. As a reaction SMILES: [CH2:1]([O:8][C:9](=[O:26])[NH:10][C@H:11]1[CH2:16][CH2:15][C@H:14]([CH2:17][NH:18]C(OC(C)(C)C)=O)[CH2:13][CH2:12]1)[C:2]1[CH:7]=[CH:6][CH:5]=[CH:4][CH:3]=1.Cl.C(Cl)(Cl)[Cl:29]>CCOC(C)=O>[ClH:29].[CH2:1]([O:8][C:9](=[O:26])[NH:10][C@H:11]1[CH2:16][CH2:15][C@H:14]([CH2:17][NH2:18])[CH2:13][CH2:12]1)[C:2]1[CH:3]=[CH:4][CH:5]=[CH:6][CH:7]=1 |f:4.5|. Reported procedure: To a suspension of trans-[4-(tert-butoxycarbonylamino-methyl)-cyclohexyl]-carbamic acid benzyl ester (4.00 g, 11.0 mmol) in EtOAc (40 mL) was added 4 M hydrogen chloride in EtOAc (10 mL). To the reaction mixture was added CHCl3 (10 mL) and the mixture was stirred at ambient temperature for 3 hr. To the reaction mixture was 4 M hydrogen chloride in EtOAc (20 mL) and the mixture was stirred at ambient temperature for 1.5 hr, filtered, washed with EtOAc, and dried under reduced pressure to give tra...